Dataset: the Open Reaction Database (ORD), a public repository of structured organic reaction records. Task: describe an organic reaction: reactants, conditions, products, and yield Reactants: [BH3-]C#N, Cc1cc(-c2noc(-c3onc(-c4ccccc4)c3C(F)(F)F)n2)ccc1C=O, CC(=O)O, CO, CC(Cl)Cl, ClCCl, O=C(O)C1CNC1, [Na+]. Yields the product Cc1cc(-c2noc(-c3onc(-c4ccccc4)c3C(F)(F)F)n2)ccc1CN1CC(C(=O)O)C1. RXN SMILES: [C:41]([BH3-:42])#[N:43].[CH3:1][c:2]1[c:3]([CH:4]=[O:5])[cH:6][cH:7][c:8](-[c:10]2[n:11][o:12][c:13](-[c:15]3[c:16]([C:26]([F:27])([F:28])[F:29])[c:17](-[c:20]4[cH:21][cH:22][cH:23][cH:24][cH:25]4)[n:18][o:19]3)[n:14]2)[cH:9]1.[CH3:37][C:38](=[O:39])[OH:40].[CH3:45][OH:46].[Cl:47][CH:48]([Cl:49])[CH3:50].[Cl:51][CH2:52][Cl:53].[NH:30]1[CH2:31][CH:32]([C:34](=[O:35])[OH:36])[CH2:33]1.[Na+:44]>>[CH3:1][c:2]1[c:3]([CH2:4][N:30]2[CH2:31][CH:32]([C:34](=[O:35])[OH:36])[CH2:33]2)[cH:6][cH:7][c:8](-[c:10]2[n:11][o:12][c:13](-[c:15]3[c:16]([C:26]([F:27])([F:28])[F:29])[c:17](-[c:20]4[cH:21][cH:22][cH:23][cH:24][cH:25]4)[n:18][o:19]3)[n:14]2)[cH:9]1. Starting materials: NC1=CC2=C(NC(S2)=O)C=C1 (6-amino-2-benzothiazolone), C1(=CC=CC=C1)CCC=O (3-phenylpropanal). Yields the product C1(=CC=CC=C1)CCCNC1=CC2=C(NC(S2)=O)C=C1 (6-(3-Phenylpropyl)amino-2-benzothiazolone). As a reaction SMILES: [NH2:1][C:2]1[CH:11]=[CH:10][C:5]2[NH:6][C:7](=[O:9])[S:8][C:4]=2[CH:3]=1.[C:12]1([CH2:18][CH2:19][CH:20]=O)[CH:17]=[CH:16][CH:15]=[CH:14][CH:13]=1>>[C:12]1([CH2:18][CH2:19][CH2:20][NH:1][C:2]2[CH:11]=[CH:10][C:5]3[NH:6][C:7](=[O:9])[S:8][C:4]=3[CH:3]=2)[CH:17]=[CH:16][CH:15]=[CH:14][CH:13]=1. Procedure: By reaction of 6-amino-2-benzothiazolone (1.66 g) with 3-phenylpropanal using the procedure of Example 1, the title compound (0.82 g) was prepared. Procedure: rac-tert-Butyl (1-(5-(4-fluorophenyl)-2-methylthiazole-4-carbonyl)-6-methylpiperidin-2-yl)methylcarbamate was prepared according to general procedure A using rac-tert-butyl (6-methylpiperidin-2-yl)methylcarbamate and 5-(4-fluorophenyl)-2-methylthiazole-4-carboxylic acid. Starting materials: CC1CCCC(N1)CNC(OC(C)(C)C)=O (rac-tert-butyl (6-methylpiperidin-2-yl)methylcarbamate), FC1=CC=C(C=C1)C1=C(N=C(S1)C)C(=O)O (5-(4-fluorophenyl)-2-methylthiazole-4-carboxylic acid). As a reaction SMILES: [CH3:1][CH:2]1[NH:7][CH:6]([CH2:8][NH:9][C:10](=[O:16])[O:11][C:12]([CH3:15])([CH3:14])[CH3:13])[CH2:5][CH2:4][CH2:3]1.[F:17][C:18]1[CH:23]=[CH:22][C:21]([C:24]2[S:28][C:27]([CH3:29])=[N:26][C:25]=2[C:30](O)=[O:31])=[CH:20][CH:19]=1>>[F:17][C:18]1[CH:19]=[CH:20][C:21]([C:24]2[S:28][C:27]([CH3:29])=[N:26][C:25]=2[C:30]([N:7]2[CH:2]([CH3:1])[CH2:3][CH2:4][CH2:5][CH:6]2[CH2:8][NH:9][C:10](=[O:16])[O:11][C:12]([CH3:15])([CH3:14])[CH3:13])=[O:31])=[CH:22][CH:23]=1. The product is FC1=CC=C(C=C1)C1=C(N=C(S1)C)C(=O)N1C(CCCC1C)CNC(OC(C)(C)C)=O (rac-tert-Butyl (1-(5-(4-fluorophenyl)-2-methylthiazole-4-carbonyl)-6-methylpiperidin-2-yl)methylcarbamate). The reactants are CC(C)([O-])C.[K+] (potassium t-butoxide), O (water), CC1=CC=C(C=C1)C=1C(=CC=CC1)C(=O)O (4'-methyl[1,1'-biphenyl]-2-carboxylic acid), C(C(=O)Cl)(=O)Cl (oxalyl chloride), solution. The solvent is ClCCl (dichloromethane), C(Cl)Cl (methylene chloride). Reaction conditions: temperature 25 celsius, time 3 hour. The product is CC1=CC=C(C=C1)C=1C(=CC=CC1)C(=O)OC(C)(C)C (4'-Methyl[1,1'-biphenyl]-2-carboxylic acid, 1,1-dimethylethyl ester). Yield: 87.5%. As a reaction SMILES: [CH3:1][C:2]1[CH:7]=[CH:6][C:5]([C:8]2[C:9]([C:14]([OH:16])=[O:15])=[CH:10][CH:11]=[CH:12][CH:13]=2)=[CH:4][CH:3]=1.C(Cl)(=O)C(Cl)=O.[CH3:23][C:24]([CH3:27])([O-])[CH3:25].[K+].O>ClCCl>[CH3:1][C:2]1[CH:7]=[CH:6][C:5]([C:8]2[C:9]([C:14]([O:16][C:24]([CH3:27])([CH3:25])[CH3:23])=[O:15])=[CH:10][CH:11]=[CH:12][CH:13]=2)=[CH:4][CH:3]=1 |f:2.3|. Procedure: [Reference: European Patent Application 87-109919.8 example 85a, page 148 line 22]To a solution of 4'-methyl[1,1'-biphenyl]-2-carboxylic acid (25.0 g, 0.118 mol) in dichloromethane (120 mL) at 0° C. was added oxalyl chloride (2.0 M solution in methylene chloride (470 mL, 0.236 mol) over 30 minutes. The solution was warmed to 25° C., stirred for three hours and concentrated in vacuo to remove excess oxalyl chloride. The remaining residue was suspended in diethyl ether (300 mL), cooled to 0° C. an... The reactants are [N+](=O)([O-])C=1C=C(C=CC1)S(=O)(=O)[O-].[Na+] (sodium m-nitrobenzenesulfonate), [Cl-].C1(CCCCC1)C(=O)OCC[N+](C)(CCOC(=O)C1CCCCC1)CC1=CC=CC=C1 (N,N-Bis(2-cyclohexanoyloxyethyl)-N-methylbenzylammonium chloride). Solvent: O (water), O (water). Yields the product [N+](=O)([O-])C=1C=C(C=CC1)S(=O)(=O)[O-].C1(CCCCC1)C(=O)OCC[N+](C)(CCOC(=O)C1CCCCC1)CC1=CC=CC=C1 (N,N-Bis(2 cyclohexanoyloxyethyl)-N-methyl-benzylammonium m-nitrobenzenesulfonate). As a reaction SMILES: [N+:1]([C:4]1[CH:5]=[C:6]([S:10]([O-:13])(=[O:12])=[O:11])[CH:7]=[CH:8][CH:9]=1)([O-:3])=[O:2].[Na+].[Cl-].[CH:16]1([C:22]([O:24][CH2:25][CH2:26][N+:27]([CH2:40][C:41]2[CH:46]=[CH:45][CH:44]=[CH:43][CH:42]=2)([CH2:29][CH2:30][O:31][C:32]([CH:34]2[CH2:39][CH2:38][CH2:37][CH2:36][CH2:35]2)=[O:33])[CH3:28])=[O:23])[CH2:21][CH2:20][CH2:19][CH2:18][CH2:17]1>O>[N+:1]([C:4]1[CH:5]=[C:6]([S:10]([O-:13])(=[O:11])=[O:12])[CH:7]=[CH:8][CH:9]=1)([O-:3])=[O:2].[CH:16]1([C:22]([O:24][CH2:25][CH2:26][N+:27]([CH2:40][C:41]2[CH:46]=[CH:45][CH:44]=[CH:43][CH:42]=2)([CH2:29][CH2:30][O:31][C:32]([CH:34]2[CH2:35][CH2:36][CH2:37][CH2:38][CH2:39]2)=[O:33])[CH3:28])=[O:23])[CH2:17][CH2:18][CH2:19][CH2:20][CH2:21]1 |f:0.1,2.3,5.6|. Reported procedure: A solution of 3.38 g (0.015 mol) of sodium m-nitrobenzenesulfonate in 15 ml of water was added to a solution of 7.0 g (0.015 mol) of N,N-bis(2-cyclohexanonyloxyethyl)-N-methylbenzylammonium chloride (prepared as described in Example 23) in 50 ml of water. An oily precipitate immediately formed. The oil was rinsed twice with water, dissolved in methylene chloride, dried over MgSO4 and concentrated. The resultant oil was crystallized with P-513 ligroine and warmed. The crystals were collected, was... Reactants: Cc1ccnc(Br)c1, [H-], [Na+], C1CCOC1, O, SCc1ccccc1. Yields the product Cc1ccnc(SCc2ccccc2)c1. RXN SMILES: [Br:11][c:12]1[n:13][cH:14][cH:15][c:16]([CH3:18])[cH:17]1.[H-:1].[Na+:2].[O:19]1[CH2:20][CH2:21][CH2:22][CH2:23]1.[OH2:24].[c:3]1([CH2:9][SH:10])[cH:4][cH:5][cH:6][cH:7][cH:8]1>>[c:3]1([CH2:9][S:10][c:12]2[n:13][cH:14][cH:15][c:16]([CH3:18])[cH:17]2)[cH:4][cH:5][cH:6][cH:7][cH:8]1.